Task: describe an organic reaction: reactants, conditions, products, and yield. Dataset: the Open Reaction Database (ORD), a public repository of structured organic reaction records Starting materials: [BH3-]C#N, CC(C)(Cc1c(C(=O)c2ccccc2)c2cc(OCc3ccc4ccccc4n3)ccc2n1Cc1ccc(Cl)cc1)C(=O)O, CC(Cl)Cl, [I-], [I-], [Na+], [Zn+2]. Yields the product CC(C)(Cc1c(Cc2ccccc2)c2cc(OCc3ccc4ccccc4n3)ccc2n1Cc1ccc(Cl)cc1)C(=O)O. Reaction SMILES: [C:45]([BH3-:46])#[N:47].[Cl:1][c:2]1[cH:3][cH:4][c:5]([CH2:6][n:7]2[c:8]([CH2:36][C:37]([C:38](=[O:39])[OH:40])([CH3:41])[CH3:42])[c:9]([C:28]([c:29]3[cH:30][cH:31][cH:32][cH:33][cH:34]3)=[O:35])[c:10]3[cH:11][c:12]([O:16][CH2:17][c:18]4[n:19][c:20]5[cH:21][cH:22][cH:23][cH:24][c:25]5[cH:26][cH:27]4)[cH:13][cH:14][c:15]23)[cH:43][cH:44]1.[Cl:49][CH:50]([Cl:51])[CH3:52].[I-:53].[I-:55].[Na+:48].[Zn+2:54]>>[Cl:1][c:2]1[cH:3][cH:4][c:5]([CH2:6][n:7]2[c:8]([CH2:36][C:37]([C:38](=[O:39])[OH:40])([CH3:41])[CH3:42])[c:9]([CH2:28][c:29]3[cH:30][cH:31][cH:32][cH:33][cH:34]3)[c:10]3[cH:11][c:12]([O:16][CH2:17][c:18]4[n:19][c:20]5[cH:21][cH:22][cH:23][cH:24][c:25]5[cH:26][cH:27]4)[cH:13][cH:14][c:15]23)[cH:43][cH:44]1. Reactants: CCN(C(C)C)C(C)C (DIPEA), C(C1=CC=CC=C1)OC1=CC=C(OC2=CC=C(C(=O)O)C=C2)C=C1 (4-(4-benzyloxy-phenoxy)-benzoic acid), NCC(=O)N1CCN(CC1)C(C1=C(C=CC=C1)C(F)(F)F)=O (2-amino-1-[4-(2-trifluoromethyl-benzoyl)-piperazin-1-yl]-ethanone), C(=O)(C(F)(F)F)O (TFA), CCN=C=NCCCN(C)C (EDCI), C=1C=CC2=C(C1)N=NN2O (HOBT). The solvent is CN(C)C=O (DMF), O (Water). Conditions: time 8 hour. Yields the product C(C1=CC=CC=C1)OC1=CC=C(OC2=CC=C(C(=O)NCC(N3CCN(CC3)C(C3=C(C=CC=C3)C(F)(F)F)=O)=O)C=C2)C=C1 (4-(4-benzyloxy-phenoxy)-N-{2-oxo-2-[4-(2-trifluoromethyl-benzoyl)-piperazin-1-yl]-ethyl}-benzamide). Yield: 80.0%. As a reaction SMILES: CCN(C(C)C)C(C)C.C(O[C:18]1[CH:33]=[CH:32][C:21]([O:22][C:23]2[CH:31]=[CH:30][C:26]([C:27]([OH:29])=O)=[CH:25][CH:24]=2)=[CH:20][CH:19]=1)C1C=CC=CC=1.CCN=C=NCCCN(C)C.[CH:45]1[CH:46]=[CH:47][C:48]2N(O)N=N[C:49]=2[CH:50]=1.[NH2:55][CH2:56][C:57]([N:59]1[CH2:64][CH2:63][N:62]([C:65](=[O:76])[C:66]2[CH:71]=[CH:70][CH:69]=[CH:68][C:67]=2[C:72]([F:75])([F:74])[F:73])[CH2:61][CH2:60]1)=[O:58].[C:77](O)(C(F)(F)F)=[O:78]>CN(C=O)C.O>[CH2:77]([O:78][C:18]1[CH:33]=[CH:32][C:21]([O:22][C:23]2[CH:24]=[CH:25][C:26]([C:27]([NH:55][CH2:56][C:57](=[O:58])[N:59]3[CH2:60][CH2:61][N:62]([C:65](=[O:76])[C:66]4[CH:71]=[CH:70][CH:69]=[CH:68][C:67]=4[C:72]([F:75])([F:73])[F:74])[CH2:63][CH2:64]3)=[O:29])=[CH:30][CH:31]=2)=[CH:20][CH:19]=1)[C:49]1[CH:48]=[CH:47][CH:46]=[CH:45][CH:50]=1. Procedure details: DIPEA (0.084 mL, 0.49 mmol) was added dropwise to 4-(4-benzyloxy-phenoxy)-benzoic acid (62 mg, 0.20 mmol) in DMF (4 mL). EDCI (78 mg, 0.41 mmol) and HOBT (26 mg, 0.20 mmol) were added consecutively and, after 10 mins, 2-amino-1-[4-(2-trifluoromethyl-benzoyl)-piperazin-1-yl]-ethanone in its TFA salt form (70 mg, 0.16 mmol) was added. The resulting mixture was stirred at room temperature overnight. Water was added and the resulting solid was isolated by filtration to afford 80 mg (80% yield) of 4-... Starting materials: CNC (Dimethylamine), C(C)OC(CC1=C(C=CC2=CC=C(C=C12)C=O)Cl)=O ((2-Chloro-7-formyl-naphthalen-1-yl)-acetic acid ethyl ester), C(#N)[BH3-].[Na+] (sodium cyanoborohydride), C(C)(=O)O (acetic acid). The solvent is C1CCOC1 (THF), CO (MeOH). Run at time 2 hour. The product is C(C)OC(CC1=C(C=CC2=CC=C(C=C12)CN(C)C)Cl)=O ((2-Chloro-7-dimethylaminomethyl-naphthalen-1-yl)-acetic acid ethyl ester). Reaction SMILES: [CH3:1][NH:2][CH3:3].[CH2:4]([O:6][C:7](=[O:22])[CH2:8][C:9]1[C:18]2[C:13](=[CH:14][CH:15]=[C:16]([CH:19]=O)[CH:17]=2)[CH:12]=[CH:11][C:10]=1[Cl:21])[CH3:5].C([BH3-])#N.[Na+].C(O)(=O)C>C1COCC1.CO>[CH2:4]([O:6][C:7](=[O:22])[CH2:8][C:9]1[C:18]2[C:13](=[CH:14][CH:15]=[C:16]([CH2:19][N:2]([CH3:3])[CH3:1])[CH:17]=2)[CH:12]=[CH:11][C:10]=1[Cl:21])[CH3:5] |f:2.3|. Reported procedure: Dimethylamine (5.6 M solution in EtOH, 4.2 ml, 23.20 mmol) is added under an atmosphere of argon to a solution of (2-Chloro-7-formyl-naphthalen-1-yl)-acetic acid ethyl ester (4.28 g, 15.46 mmol) in THF (80 ml). The mixture is stirred at RT for 18 h, before a solution of sodium cyanoborohydride (1.16 g, 18.56 mmol) in MeOH (20 ml) and glacial acetic acid (4.4 ml, 77.33 mmol) are added. After stirring at RT for 2 h, TLC analysis indicates complete consumption of starting material. The reaction mix...